From a dataset of the Open Reaction Database (ORD), a public repository of structured organic reaction records. describe an organic reaction: reactants, conditions, products, and yield The reactants are C=C(C)CN(C(C)=O)c1cc([N+](=O)[O-])ccc1Br, CC(=O)[O-], CC[N+](CC)(CC)CC, O=C[O-], [Cl-], [Na+], [Na+], CN(C)C=O. Product: CC(=O)N1CC(C)(C)c2ccc([N+](=O)[O-])cc21. Reaction SMILES: [Br:1][c:2]1[c:3]([N:11]([C:12]([CH3:13])=[O:14])[CH2:15][C:16](=[CH2:17])[CH3:18])[cH:4][c:5]([N+:8](=[O:9])[O-:10])[cH:6][cH:7]1.[C:23]([O-:24])(=[O:25])[CH3:26].[CH2:34]([N+:35]([CH2:36][CH3:37])([CH2:38][CH3:39])[CH2:40][CH3:41])[CH3:42].[CH:19]([O-:20])=[O:21].[Cl-:33].[Na+:22].[Na+:27].[O:28]=[CH:29][N:30]([CH3:31])[CH3:32]>>[c:2]12[c:3]([cH:4][c:5]([N+:8](=[O:9])[O-:10])[cH:6][cH:7]1)[N:11]([C:12]([CH3:13])=[O:14])[CH2:15][C:16]2([CH3:17])[CH3:18]. The reactants are CC1=NC(=NC(=C1)C)NC(=N)NOC (N-(4,6-Dimethylpyrimidin-2-yl) N'-methoxyguanidine), COS(=O)(=O)C1=C(C=CC=C1)S(=O)(=O)Cl (2-methoxysulfonylbenzenesulfonyl chloride), O (water). The solvent is N1=CC=CC=C1 (pyridine). Reaction conditions: time 2 day. Product: CC1=NC(=NC(=C1)C)NC(=NOC)NS(=O)(=O)C1=C(C=CC=C1)S(=O)(=O)OC (N-(4,6-dimethylpyrimidin-2-yl) N'-(2-methoxysulfonylbenzenesulfonyl) N"-methoxyguanidine). Yield: 46.7%. As a reaction SMILES: [CH3:1][C:2]1[CH:7]=[C:6]([CH3:8])[N:5]=[C:4]([NH:9][C:10]([NH:12][O:13][CH3:14])=[NH:11])[N:3]=1.[CH3:15][O:16][S:17]([C:20]1[CH:25]=[CH:24][CH:23]=[CH:22][C:21]=1[S:26](Cl)(=[O:28])=[O:27])(=[O:19])=[O:18].O>N1C=CC=CC=1>[CH3:8][C:6]1[CH:7]=[C:2]([CH3:1])[N:3]=[C:4]([NH:9][C:10]([NH:11][S:26]([C:21]2[CH:22]=[CH:23][CH:24]=[CH:25][C:20]=2[S:17]([O:16][CH3:15])(=[O:19])=[O:18])(=[O:28])=[O:27])=[N:12][O:13][CH3:14])[N:5]=1. Reported procedure: N-(4,6-Dimethylpyrimidin-2-yl) N'-methoxyguanidine (9.75 g) was a dissolved in pyridine (200 ml), and 2-methoxysulfonylbenzenesulfonyl chloride (13.5 g) was added to the solution. The mixture was stirred at room temperature for 2 days. The reaction mixture was poured into water, and extracted with methylene chloride. The organic layer was washed with a 1N aqueous solution of hydrochloric acid, and dried over anhydrous sodium sulfate. Methylene chloride was evaporated under reduced pressure, and ... The product is CC(C)(C)OC(=O)NC(Cc1ccc([N+](=O)[O-])cc1)C(=O)OC(C)(C)C. The reactants are CC(C)(C)OC(=O)NC(Cc1ccc([N+](=O)[O-])cc1)C(=O)O, CC(C)(C)O, ClCCl, CCN=C=NCCCN(C)C, CCOC(C)=O, Cl. Reaction SMILES: [C:1]([CH3:2])([CH3:3])([CH3:4])[O:5][C:6](=[O:7])[NH:8][CH:9]([C:10](=[O:11])[OH:12])[CH2:13][c:14]1[cH:15][cH:16][c:17]([N+:20](=[O:21])[O-:22])[cH:18][cH:19]1.[C:26]([CH3:27])([CH3:28])([CH3:29])[OH:30].[CH2:23]([Cl:24])[Cl:25].[CH2:32]([N:33]=[C:34]=[N:35][CH2:36][CH2:37][CH2:38][N:39]([CH3:40])[CH3:41])[CH3:42].[CH3:43][CH2:44][O:45][C:46](=[O:47])[CH3:48].[ClH:31]>>[C:1]([CH3:2])([CH3:3])([CH3:4])[O:5][C:6](=[O:7])[NH:8][CH:9]([C:10]([O:11][C:26]([CH3:27])([CH3:28])[CH3:29])=[O:12])[CH2:13][c:14]1[cH:15][cH:16][c:17]([N+:20](=[O:21])[O-:22])[cH:18][cH:19]1. The reactants are C1(O)=CC(O)=CC=C1 (resorcin), C(C(=O)O)(=O)O (oxalic acid), C=1(C(=CC=CC1O)C)C=O (m-cresol-formaldehyde). The solvent is O (water), O (water). Reaction conditions: temperature 60 celsius. Yields the product C1=C(C=CC=C1O)C.C1(O)=CC(O)=CC=C1.C=O (m-cresol resorcin formaldehyde). As a reaction SMILES: [C:1]1([CH:8]=[CH:7][CH:6]=[C:4]([OH:5])[CH:3]=1)[OH:2].C(O)(=O)[C:10](O)=[O:11].[C:15]1(C=O)[C:16]([CH3:22])=[CH:17][CH:18]=[CH:19][C:20]=1[OH:21]>O>[CH:15]1[C:20]([OH:21])=[CH:19][CH:18]=[CH:17][C:16]=1[CH3:22].[C:1]1([CH:8]=[CH:7][CH:6]=[C:4]([OH:5])[CH:3]=1)[OH:2].[CH2:10]=[O:11] |f:4.5.6|. Reported procedure: Into another reactor having the same equipments as described above were charged 220 parts (2 mol) of resorcin, 110 parts of water and 2.5 parts of oxalic acid, and the resulting mixture was heated at 60° C. to form a solution. Then, the above obtained m-cresol-formaldehyde reaction liquid was added dropwise to the solution in 2 hours while agitating the resulting mixture at 60° C. After completion of the addition, the resulting mixture was further agitated at 60° C. for 3 hours, and then water i... Starting materials: CCOC(C)=O, COC(=O)c1nc(Br)cnc1N, Cc1ccccc1, CCCCCCC, OB(O)C1CC1, C1CCC(P(C2CCCCC2)C2CCCCC2)CC1, [K+], [K+], [K+], CC(=O)[O-], CC(=O)[O-], O, O=P([O-])([O-])[O-], [Pd+2]. Product: COC(=O)c1nc(C2CC2)cnc1N. Reaction SMILES: [C:63]([O:64][CH2:65][CH3:66])(=[O:67])[CH3:68].[CH3:1][O:2][C:3](=[O:4])[c:5]1[n:6][c:7]([Br:12])[cH:8][n:9][c:10]1[NH2:11].[CH3:46][c:47]1[cH:48][cH:49][cH:50][cH:51][cH:52]1.[CH3:69][CH2:70][CH2:71][CH2:72][CH2:73][CH2:74][CH3:75].[CH:13]1([B:16]([OH:17])[OH:18])[CH2:14][CH2:15]1.[CH:27]1([P:28]([CH:29]2[CH2:30][CH2:31][CH2:32][CH2:33][CH2:34]2)[CH:35]2[CH2:36][CH2:37][CH2:38][CH2:39][CH2:40]2)[CH2:41][CH2:42][CH2:43][CH2:44][CH2:45]1.[K+:24].[K+:25].[K+:26].[O-:55][C:56]([CH3:57])=[O:58].[O-:59][C:60]([CH3:61])=[O:62].[OH2:53].[P:19]([O-:20])([O-:21])([O-:22])=[O:23].[Pd+2:54]>>[CH3:1][O:2][C:3](=[O:4])[c:5]1[n:6][c:7]([CH:13]2[CH2:14][CH2:15]2)[cH:8][n:9][c:10]1[NH2:11]. Reactants: COC1=C(C(=O)N2CCC(CC2)N2C(=O)C(CC3=CC=CC=C23)C(=O)OCC)C=CC(=C1)OCC (1-[1-(2-methoxy-4-ethoxybenzoyl)-4-piperidinyl]-3-ethoxycarbonyl-3,4-dihydrocarbostyril), O.NN (hydrazine monohydrate). Run in C(C)O (ethanol). Product: COC1=C(C(=O)N2CCC(CC2)N2C(=O)C(CC3=CC=CC=C23)C(=O)NN)C=CC(=C1)OCC (1-[1-(2-methoxy-4-ethoxybenzoyl)4-piperidinyl]-3-hydrazinocarbonyl-3,4-dihydrocarbostyril). Isolated yield 84.3%. RXN SMILES: [CH3:1][O:2][C:3]1[CH:32]=[C:31]([O:33][CH2:34][CH3:35])[CH:30]=[CH:29][C:4]=1[C:5]([N:7]1[CH2:12][CH2:11][CH:10]([N:13]2[C:23]3[C:18](=[CH:19][CH:20]=[CH:21][CH:22]=3)[CH2:17][CH:16]([C:24]([O:26]CC)=O)[C:14]2=[O:15])[CH2:9][CH2:8]1)=[O:6].O.[NH2:37][NH2:38]>C(O)C>[CH3:1][O:2][C:3]1[CH:32]=[C:31]([O:33][CH2:34][CH3:35])[CH:30]=[CH:29][C:4]=1[C:5]([N:7]1[CH2:12][CH2:11][CH:10]([N:13]2[C:23]3[C:18](=[CH:19][CH:20]=[CH:21][CH:22]=3)[CH2:17][CH:16]([C:24]([NH:37][NH2:38])=[O:26])[C:14]2=[O:15])[CH2:9][CH2:8]1)=[O:6] |f:1.2|. Procedure: To 1-[1-(2-methoxy-4-ethoxybenzoyl)-4-piperidinyl]-3-ethoxycarbonyl-3,4-dihydrocarbostyril (1.1 g) are added hydrazine monohydrate (1.1 g) and ethanol (15 ml) and the mixture is refluxed with heating for 7 hours. The reaction mixture is concentrated and the residue is purified by silica gel column chromatography (solvent: dichloromethane→dichloromethane:methanol=20:1) to give 1-[1-(2-methoxy-4-ethoxybenzoyl)4-piperidinyl]-3-hydrazinocarbonyl-3,4-dihydrocarbostyril (0.9 g) as white amorphous form... The product is Cc1ccc(C(=O)O)c2c(CCO[Si](C)(C)C(C)(C)C)c[nH]c12. As a reaction SMILES: [Br:1][c:2]1[c:3]2[c:4]([CH2:12][CH2:13][O:14][Si:15]([CH3:16])([CH3:17])[C:18]([CH3:19])([CH3:20])[CH3:21])[cH:5][nH:6][c:7]2[c:8]([CH3:11])[cH:9][cH:10]1.[C:22]([Li:23])([CH3:24])([CH3:25])[CH3:26].[C:27](=[O:28])=[O:29].[CH2:30]1[O:31][CH2:32][CH2:33][CH2:34]1.[CH3:35][CH2:36][O:37][C:38]([CH3:39])=[O:40]>>[c:2]1([C:27](=[O:28])[OH:29])[c:3]2[c:4]([CH2:12][CH2:13][O:14][Si:15]([CH3:16])([CH3:17])[C:18]([CH3:19])([CH3:20])[CH3:21])[cH:5][nH:6][c:7]2[c:8]([CH3:11])[cH:9][cH:10]1. Starting materials: Cc1ccc(Br)c2c(CCO[Si](C)(C)C(C)(C)C)c[nH]c12, [Li]C(C)(C)C, O=C=O, C1CCOC1, CCOC(C)=O. RXN SMILES: [C:13]([CH2:14][CH2:15][c:16]1[cH:17][cH:18][cH:19][cH:20][cH:21]1)(=[O:22])[Cl:23].[CH3:1][NH:2][c:3]1[cH:4][cH:5][c:6]([C:7](=[O:8])[O:9][CH3:10])[cH:11][cH:12]1.[ClH:25].[OH2:24].[cH:26]1[cH:27][cH:28][n:29][cH:30][cH:31]1>>[CH3:1][N:2]([c:3]1[cH:4][cH:5][c:6]([C:7](=[O:8])[O:9][CH3:10])[cH:11][cH:12]1)[C:13]([CH2:14][CH2:15][c:16]1[cH:17][cH:18][cH:19][cH:20][cH:21]1)=[O:22]. Yields the product COC(=O)c1ccc(N(C)C(=O)CCc2ccccc2)cc1. The reactants are O=C(Cl)CCc1ccccc1, CNc1ccc(C(=O)OC)cc1, Cl, O, c1ccncc1. Starting materials: C(C)(=O)OC(C)=O (acetic anhydride), O1CCOC2=C1C=CC=C2C(=O)O (1,4-benzodioxane-5-carboxylic acid), [N+](=O)(O)[O-] (nitric acid). Run in C(C)(=O)O (acetic acid), C(C)(=O)O (acetic acid). Run at temperature 40 celsius, time 2 hour. Product: [N+](=O)([O-])C1=C(C2=C(OCCO2)C=C1)C(=O)O (6-nitro-1,4-benzodioxane-5-carboxylic acid). As a reaction SMILES: C(OC(=O)C)(=O)C.[O:8]1[C:13]2[CH:14]=[CH:15][CH:16]=[C:17]([C:18]([OH:20])=[O:19])[C:12]=2[O:11][CH2:10][CH2:9]1.[N+:21]([O-])([OH:23])=[O:22]>C(O)(=O)C>[N+:21]([C:16]1[CH:15]=[CH:14][C:13]2[O:8][CH2:9][CH2:10][O:11][C:12]=2[C:17]=1[C:18]([OH:20])=[O:19])([O-:23])=[O:22]. Procedure: 1,600 ml of acetic acid, 1,600 ml of acetic anhydride, and 1000 g of 1,4-benzodioxane-5-carboxylic acid were introduced in a 6-liter balloon flask provided with an agitator and a thermometer. The mixture was heated to 40° C. and a solution of 400 ml of nitric acid in 400 ml of acetic acid was added. After the introduction, the mixture was stirred at 40°-45° C. for two hours and then cooled to 5° C. The precipitate was dried off, washed with 600 ml of acetic acid and then with water and dried at ...